This data is from the Open Reaction Database (ORD), a public repository of structured organic reaction records. The task is: describe an organic reaction: reactants, conditions, products, and yield Reactants: C(CCCCCCC)NC(=O)N (n-octyl urea), ClC(C(=O)OCC)C(=O)C(F)(F)F (ethyl 2-chloro-4,4,4-trifluoroacetoacetate). Yields the product C(CCCCCCC)NC=1OC(=C(N1)C(F)(F)F)C(=O)OCC (Ethyl 2-(octylamino)-4-(trifluoromethyl)-5-oxazolecarboxylate). The yield is 17.8%. As a reaction SMILES: [CH2:1]([NH:9][C:10]([NH2:12])=[O:11])[CH2:2][CH2:3][CH2:4][CH2:5][CH2:6][CH2:7][CH3:8].Cl[CH:14]([C:20]([C:22]([F:25])([F:24])[F:23])=O)[C:15]([O:17][CH2:18][CH3:19])=[O:16]>>[CH2:1]([NH:9][C:10]1[O:11][C:14]([C:15]([O:17][CH2:18][CH3:19])=[O:16])=[C:20]([C:22]([F:23])([F:25])[F:24])[N:12]=1)[CH2:2][CH2:3][CH2:4][CH2:5][CH2:6][CH2:7][CH3:8]. Procedure details: By the procedure of Example 4, 5.16 g (30 mmol) of n-octyl urea was reacted with 5.4 g (25 mmol) of ethyl 2-chloro-4,4,4-trifluoroacetoacetate at 140°-150° C. for 18 hours. The product was separated and then recrystallized from petroleum ether to yield 1.5 g of a white powder product (m.p.=36°-37° C.) identified in Table I. Starting materials: CCOC(=O)C1CNCCC1=O, CC(C)(C)C(=O)Cl, Cl, [Na+], [Na+], O=C([O-])[O-]. The product is CCOC(=O)C1CN(C(=O)C(C)(C)C)CCC1=O. RXN SMILES: [C:2](=[O:3])([O:4][CH2:5][CH3:6])[CH:7]1[CH2:8][NH:9][CH2:10][CH2:11][C:12]1=[O:13].[CH3:14][C:15]([C:16](=[O:17])[Cl:18])([CH3:19])[CH3:20].[ClH:1].[Na+:21].[Na+:22].[O-:23][C:24](=[O:25])[O-:26]>>[C:2](=[O:3])([O:4][CH2:5][CH3:6])[CH:7]1[CH2:8][N:9]([C:16]([C:15]([CH3:14])([CH3:19])[CH3:20])=[O:17])[CH2:10][CH2:11][C:12]1=[O:13]. The reactants are Cl.ClC1=CC=C(C(C2=CC=CC=C2)N)C=C1 (p-chlorobenzhydrylamine hydrochloride), FC(C(CCC1=CC=C(OCC(=O)O)C=C1)=O)(F)F (4-(4,4,4trifluoro-3-oxo-1-butyl)phenoxyacetic acid), C(C(=O)Cl)(=O)Cl (oxalyl chloride), CN(C=O)C (N,N-dimethylformamide). The solvent is O1CCCC1 (tetrahydrofuran), C(C)(=O)[O-].[Na+] (sodium acetate), ClCCl (dichloromethane), C(C)(=O)OCC (ethyl acetate), O1CCCC1 (tetrahydrofuran). Conditions: time 30 minute. The product is ClC1=CC=C(C=C1)C(NC(COC1=CC=C(C=C1)CCC(C(F)(F)F)=O)=O)C1=CC=C(C=C1)Cl (N-[Bis-(4-chlorophenyl)methyl]-4-(4,4,4-trifluoro-3-oxo-1-buty)phenoxyacetamide). The yield is 87.5%. RXN SMILES: [F:1][C:2]([F:19])([F:18])[C:3](=[O:17])[CH2:4][CH2:5][C:6]1[CH:16]=[CH:15][C:9]([O:10][CH2:11][C:12]([OH:14])=O)=[CH:8][CH:7]=1.[C:20]([Cl:25])(=O)[C:21](Cl)=O.CN(C)C=O.Cl.[Cl:32][C:33]1[CH:46]=[CH:45][C:36]([CH:37]([NH2:44])[C:38]2[CH:43]=CC=[CH:40][CH:39]=2)=[CH:35][CH:34]=1>ClCCl.O1CCCC1.C([O-])(=O)C.[Na+].C(OCC)(=O)C>[Cl:32][C:33]1[CH:34]=[CH:35][C:36]([CH:37]([C:38]2[CH:43]=[CH:21][C:20]([Cl:25])=[CH:40][CH:39]=2)[NH:44][C:12](=[O:14])[CH2:11][O:10][C:9]2[CH:8]=[CH:7][C:6]([CH2:5][CH2:4][C:3](=[O:17])[C:2]([F:1])([F:19])[F:18])=[CH:16][CH:15]=2)=[CH:45][CH:46]=1 |f:3.4,7.8|. Reported procedure: A solution of 4-(4,4,4trifluoro-3-oxo-1-butyl)phenoxyacetic acid (0.374 g, 1.35 mmol) in dichloromethane (10 ml) was treated with oxalyl chloride (0.17 mL 2.03 mmol) and a trace of N,N-dimethylformamide. After 30 min at 22° C., the solvent and excess reagent were evaporated under reduced pressure and the residual oil obtained was dissolved in anhydrous tetrahydrofuran (10 ml). This solution was then added dropwise to a vigorously stirred solution of p-chlorobenzhydrylamine hydrochloride (0.39 g,... Procedure details: Ethyl acetoacetate is allowed to react with 1,2-dibromoethane to obtain ethyl 1-acetylcyclopropanecarboxylate. Next, ethyl 1-acetylcyclopropanecarboxylate is allowed to react with zinc powder and ethylbromoacetate to give ethyl 1-ethoxycarbonyl-β-hydroxy-β-methyl-cyclopropanoate. Reaction SMILES: [C:1]([O:7][CH2:8][CH3:9])(=[O:6])[CH2:2][C:3]([CH3:5])=[O:4].Br[CH2:11][CH2:12]Br>>[C:3]([C:2]1([C:1]([O:7][CH2:8][CH3:9])=[O:6])[CH2:12][CH2:11]1)(=[O:4])[CH3:5]. The product is C(C)(=O)C1(CC1)C(=O)OCC (ethyl 1-acetylcyclopropanecarboxylate). Starting materials: C(CC(=O)C)(=O)OCC (Ethyl acetoacetate), BrCCBr (1,2-dibromoethane). The reactants are ClCCCBr, O=C([O-])[O-], CC#N, [K+], [K+], O, NC(=O)c1ccc(O)cc1. The product is NC(=O)c1ccc(OCCCCl)cc1. Reaction SMILES: [Br:20][CH2:21][CH2:22][CH2:23][Cl:24].[C:11](=[O:12])([O-:13])[O-:14].[CH3:17][C:18]#[N:19].[K+:15].[K+:16].[OH2:25].[OH:1][c:2]1[cH:3][cH:4][c:5]([C:6](=[O:7])[NH2:8])[cH:9][cH:10]1>>[O:1]([c:2]1[cH:3][cH:4][c:5]([C:6](=[O:7])[NH2:8])[cH:9][cH:10]1)[CH2:21][CH2:22][CH2:23][Cl:24]. Reactants: NC(CO)(CO)CCC1=CC=C(C=C1)OCC1=CC=CC=C1 (2-amino-2-[2-(4-benzyloxy-phenyl)-ethyl]-propane-1,3-diol), C(C)C(C([O-])([O-])[O-])(CC)CC (triethylortho acetate), C(C)(=O)O (acetic acid). Run in C(C)#N (acetonitrile). Conditions: temperature 80 celsius, time 5 hour. The product is C(C1=CC=CC=C1)OC1=CC=C(C=C1)CCC1(N=C(OC1)C)CO ({4-[2-(4-benzyloxy-phenyl)-ethyl]-2-methyl-4,5-dihydro-oxazol-4-yl}-methanol). As a reaction SMILES: [NH2:1][C:2]([CH2:7][CH2:8][C:9]1[CH:14]=[CH:13][C:12]([O:15][CH2:16][C:17]2[CH:22]=[CH:21][CH:20]=[CH:19][CH:18]=2)=[CH:11][CH:10]=1)([CH2:5][OH:6])[CH2:3][OH:4].[CH2:23](C(CC)(CC)C([O-])([O-])[O-])[CH3:24].C(O)(=O)C>C(#N)C>[CH2:16]([O:15][C:12]1[CH:13]=[CH:14][C:9]([CH2:8][CH2:7][C:2]2([CH2:5][OH:6])[CH2:3][O:4][C:23]([CH3:24])=[N:1]2)=[CH:10][CH:11]=1)[C:17]1[CH:22]=[CH:21][CH:20]=[CH:19][CH:18]=1. Procedure: To a solution of 2-amino-2-[2-(4-benzyloxy-phenyl)-ethyl]-propane-1,3-diol (31.1 g, 0.10 mol) in acetonitrile (2.381) is added triethylortho acetate (17.1 ml, 0.12 mol, 1.2 eq) and acetic acid (5.48 ml, 0.11 mol, 1.1 eq), the reaction mixture is then stirred at 80° C. for 5 hours. The reaction mixture is then concentrated under vacuum, {4-[2-(4-benzyloxy-phenyl)-ethyl]-2-methyl-4,5-dihydro-oxazol-4-yl}-methanol is isolated after crystallization with ethyl acetate. Reactants: CC(=O)c1ccc(OCC(=O)O)cc1, CCCCCCO, O, O=S(=O)(O)O, c1ccccc1. The product is CCCCCCOC(=O)COc1ccc(C(C)=O)cc1. As a reaction SMILES: [C:1]([CH3:2])(=[O:3])[c:4]1[cH:5][cH:6][c:7]([O:8][CH2:9][C:10](=[O:11])[OH:12])[cH:13][cH:14]1.[CH2:15]([CH2:16][CH2:17][CH2:18][CH2:19][CH3:20])[OH:21].[OH2:27].[S:22](=[O:23])(=[O:24])([OH:25])[OH:26].[cH:28]1[cH:29][cH:30][cH:31][cH:32][cH:33]1>>[C:1]([CH3:2])(=[O:3])[c:4]1[cH:5][cH:6][c:7]([O:8][CH2:9][C:10](=[O:11])[O:12][CH2:15][CH2:16][CH2:17][CH2:18][CH2:19][CH3:20])[cH:13][cH:14]1. The reactants are COC1=C(C=C(C=C1)C2=COC3=C(C2=O)C=CC(=C3)O)O (3′-hydroxyformononetin), C1OC2=C(O1)C=C(C=C2)C3=COC4=C(C3=O)C=CC(=C4)O (pseudobaptigenin), COC1=CC2=C(C=C1)C(=O)C(=CO2)C3=CC=C(C=C3)O (Isoformononetin), COC1=CC(=C(C=C1)C2=COC3=C(C2=O)C=CC(=C3)O)O (2′-hydroxyformononetin). The product is C1=CC2=C(C=C1O)OC[C@@H]3[C@H]2OC4=C3C=C5C(=C4)OCO5 (Maackiain), COC1=CC2=C(C=C1)[C@@H]3[C@](CO2)(C4=CC5=C(C=C4O3)OCO5)O (pisatin). RXN SMILES: [CH3:1][O:2][C:3]1[CH:8]=[CH:7][C:6]2[C:9]([C:11]([C:14]3[CH:19]=[CH:18][C:17]([OH:20])=[CH:16][CH:15]=3)=[CH:12][O:13][C:5]=2[CH:4]=1)=[O:10].[CH3:21][O:22]C1C=CC(C2C(=O)C3C=CC(O)=CC=3OC=2)=C(O)C=1.[CH3:42][O:43][C:44]1[CH:49]=[CH:48][C:47]([C:50]2[C:55](=[O:56])[C:54]3[CH:57]=[CH:58][C:59]([OH:61])=[CH:60][C:53]=3[O:52][CH:51]=2)=[CH:46][C:45]=1[OH:62].C1OC2C=C(C3C(=O)C4C=CC(O)=CC=4OC=3)C=CC=2[O:64]1>>[CH:58]1[C:59]([OH:61])=[CH:60][C:53]2[O:52][CH2:51][C@H:50]3[C:47]4[CH:46]=[C:45]5[O:62][CH2:42][O:43][C:44]5=[CH:49][C:48]=4[O:56][C@H:55]3[C:54]=2[CH:57]=1.[CH3:1][O:2][C:3]1[CH:8]=[CH:7][C:6]2[C@H:9]3[O:10][C:15]4[C:14](=[CH:19][C:18]5[O:22][CH2:21][O:20][C:17]=5[CH:16]=4)[C@@:11]3([OH:64])[CH2:12][O:13][C:5]=2[CH:4]=1. Reported procedure: Isoformononetin, 2′-hydroxyformononetin, 3′-hydroxyformononetin (calycosin) and pseudobaptigenin were purchased from Apin (Abingdon, UK). Maackiain and pisatin were kindly provided by Dr. H. D. VanEtten, (University of Arizona, Tucson). Maackiain glucoside and maackiain glucose malonate standards were gifts from Dr. S. Tebayashi (Kochi University, Japan). Medicarpin was from a lab collection. Other isoflavonoids were from Indofine Chemical Company (Somerville, N.J.). CO was obtained from Aldrich... Starting materials: CCOC(=O)CC(C)=O, CC(C)(C)[O-], N#CC(F)(F)F, [K+]. Product: CCOC(=O)C(C(C)=O)=C(N)C(F)(F)F. As a reaction SMILES: [C:1]([CH2:2][C:3](=[O:4])[CH3:5])(=[O:6])[O:7][CH2:8][CH3:9].[CH3:10][C:11]([CH3:12])([O-:13])[CH3:14].[F:16][C:17]([C:18]#[N:19])([F:20])[F:21].[K+:15]>>[C:1]([C:2]([C:3](=[O:4])[CH3:5])=[C:18]([C:17]([F:16])([F:20])[F:21])[NH2:19])(=[O:6])[O:7][CH2:8][CH3:9].